This data is from the Open Reaction Database (ORD), a public repository of structured organic reaction records. The task is: describe an organic reaction: reactants, conditions, products, and yield Reactants: Cl, C1CCOC1, Cc1noc(C2CCCCC23OCCO3)n1. Yields the product Cc1noc(C2CCCCC2=O)n1. As a reaction SMILES: [ClH:17].[O:18]1[CH2:19][CH2:20][CH2:21][CH2:22]1.[O:1]1[CH2:3][CH2:2][O:4][C:5]12[CH:6]([c:11]1[n:12][c:13]([CH3:16])[n:14][o:15]1)[CH2:7][CH2:8][CH2:9][CH2:10]2>>[O:4]=[C:5]1[CH:6]([c:11]2[n:12][c:13]([CH3:16])[n:14][o:15]2)[CH2:7][CH2:8][CH2:9][CH2:10]1. Starting materials: CCOC(=O)c1[nH]c2ccc(OCc3ccccc3)cc2c1CCCNC(=O)OC(C)(C)C, CCO, Cl, [Li+], [OH-], O, O. Product: CC(C)(C)OC(=O)NCCCc1c(C(=O)O)[nH]c2ccc(OCc3ccccc3)cc12. Reaction SMILES: [CH2:1]([CH3:2])[O:3][C:4](=[O:5])[c:6]1[nH:7][c:8]2[cH:9][cH:10][c:11]([O:26][CH2:27][c:28]3[cH:29][cH:30][cH:31][cH:32][cH:33]3)[cH:12][c:13]2[c:14]1[CH2:15][CH2:16][CH2:17][NH:18][C:19](=[O:20])[O:21][C:22]([CH3:23])([CH3:24])[CH3:25].[CH3:38][CH2:39][OH:40].[ClH:37].[Li+:36].[OH-:35].[OH2:34].[OH2:41]>>[O:3]=[C:4]([OH:5])[c:6]1[nH:7][c:8]2[cH:9][cH:10][c:11]([O:26][CH2:27][c:28]3[cH:29][cH:30][cH:31][cH:32][cH:33]3)[cH:12][c:13]2[c:14]1[CH2:15][CH2:16][CH2:17][NH:18][C:19](=[O:20])[O:21][C:22]([CH3:23])([CH3:24])[CH3:25]. Product: ClC=1C=C(CC2=CC=C(S2)C2OCCO2)C=CC1 (2-(5-(3-Chloro-benzyl)-thiophen-2-yl)-[1.3]-dioxolane). The reactants are C(CCC)[Li] (n-Butyl lithium), BrC1=CC=C(S1)C1OCCO1 (2-(5bromo-thiophen-2-yl)-[1,3]dioxolane), ClC=1C=C(CBr)C=CC1 (3-Chlorobenzyl bromide). Run in O1CCCC1 (tetrahydrofuran). RXN SMILES: C([Li])CCC.Br[C:7]1[S:11][C:10]([CH:12]2[O:16][CH2:15][CH2:14][O:13]2)=[CH:9][CH:8]=1.[Cl:17][C:18]1[CH:19]=[C:20]([CH:23]=[CH:24][CH:25]=1)[CH2:21]Br>O1CCCC1>[Cl:17][C:18]1[CH:19]=[C:20]([CH:23]=[CH:24][CH:25]=1)[CH2:21][C:7]1[S:11][C:10]([CH:12]2[O:16][CH2:15][CH2:14][O:13]2)=[CH:9][CH:8]=1. Conditions: time 20 minute. Isolated yield 19.0%. Procedure: n-Butyl lithium (2.6N hexane solution, 15.6 mL, 39 mmol) was added dropwise to a solution of 2-(5bromo-thiophen-2-yl)-[1,3]dioxolane (7.0 g, 30 mmol) in tetrahydrofuran (40 mL) at from −75° to −68° C., and the solution was stirred for 20 minutes. 3-Chlorobenzyl bromide (4.3 mL, 33 mmol) was added dropwise to this reaction solution at from −75° C. to −68° C., and the solution was stirred for 20 minutes. The cold bath was removed, and the reaction solution was gradually allowed to room temperature... Reactants: C1(=CC=CC=C1)C1N(O1)S(=O)(=O)C1=CC=CC=C1 (3-phenyl-2-(phenylsulfonyl)oxaziridine), [NH4+].[Cl-] (NH4Cl), ClC1=NC=CC=C1CC(=O)C1=CC=C(C=C1)F (2-(2-Chloro-3-pyridinyl)-1-(4-fluorophenyl)ethanone), C[Si](C)(C)[N-][Si](C)(C)C.[K+] (potassium bis(trimethylsilyl)amide), solution. The solvent is C1CCOC1 (THF), C1CCOC1 (THF), C1(=CC=CC=C1)C (toluene). Conditions: time 10 minute. Yields the product ClC1=NC=CC=C1C(C(=O)C1=CC=C(C=C1)F)O (2-(2-Chloro-3-pyridinyl)-1-(4-fluorophenyl)-2-hydroxyethanone). The yield is 37.4%. RXN SMILES: [Cl:1][C:2]1[C:7]([CH2:8][C:9]([C:11]2[CH:16]=[CH:15][C:14]([F:17])=[CH:13][CH:12]=2)=[O:10])=[CH:6][CH:5]=[CH:4][N:3]=1.C[Si]([N-][Si](C)(C)C)(C)C.[K+].C1(C2[O:36]N2S(C2C=CC=CC=2)(=O)=O)C=CC=CC=1.[NH4+].[Cl-]>C1COCC1.C1(C)C=CC=CC=1>[Cl:1][C:2]1[C:7]([CH:8]([OH:36])[C:9]([C:11]2[CH:12]=[CH:13][C:14]([F:17])=[CH:15][CH:16]=2)=[O:10])=[CH:6][CH:5]=[CH:4][N:3]=1 |f:1.2,4.5|. Reported procedure: To a stirred solution of the title compound of Step C (0.73 g, 2.92 mmol) in anhydrous THF (10 mL) at -78° C. under N2 was added potassium bis(trimethylsilyl)amide (6.43 mL of a 0.5M solution in toluene, 3.22 mmol). After 10 min, a solution of 3-phenyl-2-(phenylsulfonyl)oxaziridine (1.14 g, 4.38 mmol) in THF (10 mL) was added via syringe causing the brown solution to turn yellow. After 20 min, 10% aqueous NH4Cl was added and the aqueous layer was extracted with ether (2×60 mL). The combined orga... The reactants are C(#N)C1=CC=C(CN2C=NC=C2C=O)C=C1 (1-(4-cyanobenzyl)-5-imidazolecarboxaldehyde), CN1CCOCC1 (N-methylmorpholine), C(C)(C)(C)OC(=O)N[C@H](CN(CC1=CC(=CC=C1)Cl)C(=O)OCC1=CC=CC=C1)CCS(=O)(=O)C ((S)-2-(tert-butoxycarbonylamino)-N-(benzyloxycarbonyl)-N-(3-chlorobenzyl)-4-(methanesulfonyl)butanamine), FC(C(=O)O)(F)F (trifluoroacetic acid), C(C)(=O)O[BH-](OC(C)=O)OC(C)=O.[Na+] (sodium triacetoxyborohydride). Run in CCOC(=O)C (EtOAc), ClCCl (dichloromethane). Reaction conditions: time 30 minute. Yields the product C(#N)C1=CC=C(CN2C=NC=C2CN[C@H](CN(CC2=CC(=CC=C2)Cl)C(=O)OCC2=CC=CC=C2)CCS(=O)(=O)C)C=C1 ((S)-2-[(1-(4-cyanobenzyl)-5-imidazolylmethyl)amino]-N-(benzyloxycarbonyl)-N-(3-chlorobenzyl)-4-(methanesulfonyl)butanamine). Isolated yield 58.8%. Reaction SMILES: C(OC([NH:8][C@@H:9]([CH2:30][CH2:31][S:32]([CH3:35])(=[O:34])=[O:33])[CH2:10][N:11]([C:20]([O:22][CH2:23][C:24]1[CH:29]=[CH:28][CH:27]=[CH:26][CH:25]=1)=[O:21])[CH2:12][C:13]1[CH:18]=[CH:17][CH:16]=[C:15]([Cl:19])[CH:14]=1)=O)(C)(C)C.FC(F)(F)C(O)=O.C(O[BH-](OC(=O)C)OC(=O)C)(=O)C.[Na+].[C:57]([C:59]1[CH:72]=[CH:71][C:62]([CH2:63][N:64]2[C:68]([CH:69]=O)=[CH:67][N:66]=[CH:65]2)=[CH:61][CH:60]=1)#[N:58].CN1CCOCC1>ClCCl.CCOC(C)=O>[C:57]([C:59]1[CH:72]=[CH:71][C:62]([CH2:63][N:64]2[C:68]([CH2:69][NH:8][C@@H:9]([CH2:30][CH2:31][S:32]([CH3:35])(=[O:34])=[O:33])[CH2:10][N:11]([C:20]([O:22][CH2:23][C:24]3[CH:25]=[CH:26][CH:27]=[CH:28][CH:29]=3)=[O:21])[CH2:12][C:13]3[CH:18]=[CH:17][CH:16]=[C:15]([Cl:19])[CH:14]=3)=[CH:67][N:66]=[CH:65]2)=[CH:61][CH:60]=1)#[N:58] |f:2.3|. Procedure details: To a solution of the product from Step E (360 mg, 0.686 mmol) in 6 mL of dichloromethane was added at room temperature dropwise 3 mL of trifluoroacetic acid. After 30 minutes, the solution was concentrated in vacuo. The resulting product was reconcentrated from benzene three times to remove excess trifluoroacetic acid. To a solution of the amine salt in 4.2 mL of 1,2-dichloroethane at 0° C. was added 4 Å powdered molecular sieves, followed by sodium triacetoxyborohydride (363 mg, 1.71 mmol). The... The reactants are Cl (hydrochloric acid), CS(=O)(=O)OC[C@@H]1OCCOC1 ((2R)-1,4-Dioxan-2-ylmethyl methanesulfonate), CS(=O)(=O)OC[C@@H]1OCCOC1 ((2R)-1,4-Dioxan-2-ylmethyl methanesulfonate), FC1=CC=C(C=C1)C=1C(C(=CNC1)C(=O)OCC)=O (ethyl 5-(4-fluorophenyl)-4-oxo-1,4-dihydropyridine-3-carboxylate), C([O-])([O-])=O.[Cs+].[Cs+] (cesium carbonate), CS(=O)(=O)OC[C@@H]1OCCOC1 ((2R)-1,4-Dioxan-2-ylmethyl methanesulfonate), [OH-].[Na+] (sodium hydroxide). Solvent: O (water), CN(C)C=O (DMF). Conditions: time 8 hour. The product is O1[C@H](COCC1)CN1C=C(C(C(=C1)C1=CC=C(C=C1)F)=O)C(=O)O (1-[(2S)-1,4-Dioxan-2-ylmethyl]-5-(4-fluorophenyl)-4-oxo-1,4-dihydropyridine-3-carboxylic acid). Isolated yield 79.2%. Reaction SMILES: CS(O[CH2:6][C@H:7]1[CH2:12][O:11][CH2:10][CH2:9][O:8]1)(=O)=O.[F:13][C:14]1[CH:19]=[CH:18][C:17]([C:20]2[C:21](=[O:31])[C:22]([C:26]([O:28]CC)=[O:27])=[CH:23][NH:24][CH:25]=2)=[CH:16][CH:15]=1.C(=O)([O-])[O-].[Cs+].[Cs+].[OH-].[Na+].Cl>CN(C=O)C.O>[O:8]1[CH2:9][CH2:10][O:11][CH2:12][C@@H:7]1[CH2:6][N:24]1[CH:25]=[C:20]([C:17]2[CH:16]=[CH:15][C:14]([F:13])=[CH:19][CH:18]=2)[C:21](=[O:31])[C:22]([C:26]([OH:28])=[O:27])=[CH:23]1 |f:2.3.4,5.6|. Procedure details: (2R)-1,4-Dioxan-2-ylmethyl methanesulfonate (95 mg) was added to a suspension of ethyl 5-(4-fluorophenyl)-4-oxo-1,4-dihydropyridine-3-carboxylate (100 mg) and cesium carbonate (264 mg) in DMF (2 ml) at room temperature. The reaction mixture was stirred at room temperature overnight. (2R)-1,4-Dioxan-2-ylmethyl methanesulfonate (32 mg) was added at room temperature. The reaction mixture was stirred at 80° C. overnight. (2R)-1,4-Dioxan-2-ylmethyl methanesulfonate (32 mg) was added at room temperatu...